This data is from the Open Reaction Database (ORD), a public repository of structured organic reaction records. The task is: describe an organic reaction: reactants, conditions, products, and yield The product is NCCC(O)C(O)CO. Starting materials: [BH3-]C#N, Cl, NCc1ccccc1, [Na+], [Na+], O=CCC(O)C(O)CO, [OH-], O. RXN SMILES: [C:19]([BH3-:20])#[N:21].[ClH:9].[NH2:1][CH2:2][c:3]1[cH:4][cH:5][cH:6][cH:7][cH:8]1.[Na+:22].[Na+:24].[O:10]=[CH:11][CH2:12][CH:13]([OH:14])[CH:15]([OH:16])[CH2:17][OH:18].[OH-:23].[OH2:25]>>[NH2:1][CH2:11][CH2:12][CH:13]([OH:14])[CH:15]([OH:16])[CH2:17][OH:18]. Starting materials: COC(C)=O, [Li]CCCC, CCS(=O)(=O)c1ccc(C=C(C)c2ccc3c(c2)C(C)(C)CCC3(C)C)cc1, CCCCCC, C1CCOC1. Product: CC(=O)C(C)S(=O)(=O)c1ccc(C=C(C)c2ccc3c(c2)C(C)(C)CCC3(C)C)cc1. Reaction SMILES: [C:34]([CH3:35])([O:37][CH3:36])=[O:38].[CH2:29]([Li:30])[CH2:31][CH2:32][CH3:33].[CH3:1][C:2]1([CH3:28])[c:3]2[cH:4][cH:5][c:6]([C:14](=[CH:15][c:16]3[cH:17][cH:18][c:19]([S:22](=[O:23])(=[O:24])[CH2:25][CH3:26])[cH:20][cH:21]3)[CH3:27])[cH:7][c:8]2[C:9]([CH3:12])([CH3:13])[CH2:10][CH2:11]1.[CH3:44][CH2:45][CH2:46][CH2:47][CH2:48][CH3:49].[O:39]1[CH2:40][CH2:41][CH2:42][CH2:43]1>>[CH3:1][C:2]1([CH3:28])[c:3]2[cH:4][cH:5][c:6]([C:14](=[CH:15][c:16]3[cH:17][cH:18][c:19]([S:22](=[O:23])(=[O:24])[CH:25]([CH3:26])[C:34]([CH3:35])=[O:37])[cH:20][cH:21]3)[CH3:27])[cH:7][c:8]2[C:9]([CH3:12])([CH3:13])[CH2:10][CH2:11]1. Reactants: COC(=O)c1ccc2nc(C)n(Cc3ccc(NC(=O)CCCBr)cc3Cl)c2n1, O=C([O-])[O-], CN(C)C=O, [K+], [K+], O. Product: COC(=O)c1ccc2nc(C)n(Cc3ccc(N4CCCC4=O)cc3Cl)c2n1. As a reaction SMILES: [Br:1][CH2:2][CH2:3][CH2:4][C:5](=[O:6])[NH:7][c:8]1[cH:9][c:10]([Cl:29])[c:11]([CH2:12][n:13]2[c:14]([CH3:26])[n:15][c:16]3[c:17]2[n:18][c:19]([C:22](=[O:23])[O:24][CH3:25])[cH:20][cH:21]3)[cH:27][cH:28]1.[C:30](=[O:31])([O-:32])[O-:33].[CH3:37][N:38]([CH3:39])[CH:40]=[O:41].[K+:34].[K+:35].[OH2:36]>>[CH2:2]1[CH2:3][CH2:4][C:5](=[O:6])[N:7]1[c:8]1[cH:9][c:10]([Cl:29])[c:11]([CH2:12][n:13]2[c:14]([CH3:26])[n:15][c:16]3[c:17]2[n:18][c:19]([C:22](=[O:23])[O:24][CH3:25])[cH:20][cH:21]3)[cH:27][cH:28]1. The reactants are C(=O)NC1=CC=C(C(=O)OC(C)(C)C)C=C1 (tert-Butyl 4-formamidobenzoate), TEA, O=P(Cl)(Cl)Cl (POCl3). Solvent: C1CCOC1 (THF). Run at temperature 0 celsius, time 24 hour. Yields the product [N+](#[C-])C1=CC=C(C(=O)OC(C)(C)C)C=C1 (tert-Butyl 4-isocyanobenzoate). Isolated yield 64.6%. Reaction SMILES: [CH:1]([NH:3][C:4]1[CH:16]=[CH:15][C:7]([C:8]([O:10][C:11]([CH3:14])([CH3:13])[CH3:12])=[O:9])=[CH:6][CH:5]=1)=O.O=P(Cl)(Cl)Cl>C1COCC1>[N+:3]([C:4]1[CH:16]=[CH:15][C:7]([C:8]([O:10][C:11]([CH3:12])([CH3:14])[CH3:13])=[O:9])=[CH:6][CH:5]=1)#[C-:1]. Reported procedure: To Intermediate 1A in THF (300 mL) was added TEA (33 mL, 238 mmol) and, after cooling to 0° C., POCl3 (7.3 mL, 79 mmol) was slowly added and the reaction was stirred at room temperature. After 24 h, the reaction was partitioned between EtOAc (200 mL) and aqueous NaHCO3 (100 mL). The aqueous layer was extracted with EtOAc (100 mL). The combined organic layers were washed with brine (50 mL) and dried (MgSO4). Purification by normal phase chromatography afforded 10.4 g (64.6%) of Intermediate 1 as ... RXN SMILES: [CH2:22]([NH2:23])[CH2:24][CH2:25][CH3:26].[CH3:27][C:28](=[O:29])[OH:30].[F:1][c:2]1[cH:3][c:4]([CH:5]=[O:6])[cH:7][cH:8][c:9]1[O:10][CH3:11].[N+:18](=[O:19])([O-:20])[CH3:21].[cH:12]1[cH:13][cH:14][cH:15][cH:16][cH:17]1>>[F:1][c:2]1[cH:3][c:4]([C:5]([N+:18](=[O:19])[O-:20])=[CH2:22])[cH:7][cH:8][c:9]1[O:10][CH3:11]. Product: C=C(c1ccc(OC)c(F)c1)[N+](=O)[O-]. Starting materials: CCCCN, CC(=O)O, COc1ccc(C=O)cc1F, C[N+](=O)[O-], c1ccccc1. Starting materials: ClC1=C(C=C(C=C1)O)F (4-chloro-3-fluorophenol), INC(CCC(=O)N)=O (N-iodosuccinamide), S(O)(O)(=O)=O (sulphuric acid). Solvent: C(C)(=O)O (acetic acid). Conditions: time 16 hour. Product: ClC1=CC(=C(C=C1F)O)I (4-chloro-5-fluoro-2-iodophenol). Isolated yield 53.8%. RXN SMILES: [I:1]NC(=O)CCC(N)=O.[Cl:10][C:11]1[CH:16]=[CH:15][C:14]([OH:17])=[CH:13][C:12]=1[F:18].S(=O)(=O)(O)O>C(O)(=O)C>[Cl:10][C:11]1[C:12]([F:18])=[CH:13][C:14]([OH:17])=[C:15]([I:1])[CH:16]=1. Procedure: To a suspension of N-iodosuccinamide (6.1 g, 27.3 mmol) in glacial acetic acid (23 mL) was added 4-chloro-3-fluorophenol (4.0 g, 27.3 mmol) and after 5 minutes sulphuric acid was added (0.5 mL, 8.2 mmol) and the reaction mixture was left to stir at room temperature for 16 hours. The reaction was quenched by addition of water (30 mL) and the compound was extracted into dichloromethane (3×30 mL). The combined organic layers were washed with 10% sodium metabisulphite aqueous solution (2×20 mL), the...